describe an organic reaction: reactants, conditions, products, and yield From a dataset of the Open Reaction Database (ORD), a public repository of structured organic reaction records. The reactants are ClC1=C(C=NC2=CC=CC=C12)[N+](=O)[O-] (4-chloro-3-nitroquinoline), OC1=CC=C(OC(C(=O)OCC)C)C=C1 (ethyl 2-(4-hydroxyphenoxy)propionate), N1=CC=CC2=CC=CC=C12 (quinoline). Product: [N+](=O)([O-])C=1C=NC2=CC=CC=C2C1OC1=CC=C(OC(C(=O)OCC)C)C=C1 (Ethyl 2-[4-(3-nitroquinolin-4-yloxy)phenoxy]propionate). RXN SMILES: Cl[C:2]1[C:11]2[C:6](=[CH:7][CH:8]=[CH:9][CH:10]=2)[N:5]=[CH:4][C:3]=1[N+:12]([O-:14])=[O:13].[OH:15][C:16]1[CH:29]=[CH:28][C:19]([O:20][CH:21]([CH3:27])[C:22]([O:24][CH2:25][CH3:26])=[O:23])=[CH:18][CH:17]=1.N1C2C(=CC=CC=2)C=CC=1>>[N+:12]([C:3]1[CH:4]=[N:5][C:6]2[C:11]([C:2]=1[O:15][C:16]1[CH:17]=[CH:18][C:19]([O:20][CH:21]([CH3:27])[C:22]([O:24][CH2:25][CH3:26])=[O:23])=[CH:28][CH:29]=1)=[CH:10][CH:9]=[CH:8][CH:7]=2)([O-:14])=[O:13]. Procedure details: Ethyl 2-[4-(3-nitroquinolin-4-yloxy)phenoxy]propionate (41) was prepared from 4-chloro-3-nitroquinoline and ethyl 2-(4-hydroxyphenoxy)propionate following essentially the same procedure as that described in Example 1. The compound was isolated as a yellow oil. Proton magnetic resonance spectrum (CDCl3 ; δ in ppm): 9.3 (1H, s); 8.3-7.4 (4H, m, quinoline protons); 6.8 (4H, s, phenoxy protons); 4.7 (1H, q, CH--CH3); 4.2 (2H, q, OCH2 --CH3); 1.6 (3H, d, CH--CH3); 1.2 (3H, t, OCH2 --CH3). The reactants are FC=1C=C(C#N)C=CC1OC(C)C (3-fluoro-4-isopropoxybenzonitrile), C(C)N(C(C1=C(C=C(C=C1)OC)C)=O)CC (N,N-diethyl-4-methoxy-2-methylbenzamide), C(C)(C)(C)[Li] (tert-butyllithium), CCCCC (pentane). Run in C1CCOC1 (THF), C1CCOC1 (THF). Run at time 16 hour. The product is FC=1C=C(C=CC1OC(C)C)C=1N=C(C2=CC=C(C=C2C1)OC)O (3-(3-fluoro-4-isopropoxyphenyl)-6-methoxyisoquinolin-1-ol). The yield is 70.3%. RXN SMILES: C([N:3]([CH2:15][CH3:16])[C:4](=[O:14])[C:5]1[CH:10]=[CH:9][C:8]([O:11][CH3:12])=[CH:7][C:6]=1[CH3:13])C.C([Li])(C)(C)C.CCCCC.[F:27][C:28]1[CH:29]=C([CH:33]=[CH:34][C:35]=1[O:36][CH:37]([CH3:39])[CH3:38])C#N>C1COCC1>[F:27][C:28]1[CH:29]=[C:16]([C:15]2[N:3]=[C:4]([OH:14])[C:5]3[C:6]([CH:13]=2)=[CH:7][C:8]([O:11][CH3:12])=[CH:9][CH:10]=3)[CH:33]=[CH:34][C:35]=1[O:36][CH:37]([CH3:39])[CH3:38]. Procedure: To a solution of N,N-diethyl-4-methoxy-2-methylbenzamide (500 mg, 2.259 mmol) in THF (5 ml) at −78° C. was added dropwise tert-butyllithium 1.7 M in pentane (1595 μl, 2.71 mmol) and the solution was stirred for 0.5 h before addition of 3-fluoro-4-isopropoxybenzonitrile (405 mg, 2.259 mmol) in THF (5 ml). The resulting solution was warmed to rt and stirred for 16 h. The reaction mixture was quenched with water, neutralized with 1 N HCl. The precipitated solid was collected washing with water to g... Reaction SMILES: [F:1][C:2]1[CH:3]=[C:4]([C:10]2[CH2:11][CH2:12][N:13]([S:16]([CH3:19])(=[O:18])=[O:17])[CH2:14][CH:15]=2)[CH:5]=[CH:6][C:7]=1[O:8]C.B(Br)(Br)Br.C(=O)(O)[O-:25].[Na+]>ClCCl>[F:1][C:2]1[CH:3]=[C:4]([C:10]2([OH:25])[CH2:11][CH2:12][N:13]([S:16]([CH3:19])(=[O:18])=[O:17])[CH2:14][CH2:15]2)[CH:5]=[CH:6][C:7]=1[OH:8] |f:2.3|. Run at temperature -78 celsius, time 1 hour. The solvent is ClCCl (dichloromethane), ClCCl (dichloromethane). Procedure details: 4-(3-Fluoro-4-methoxy-phenyl)-1-methanesulfonyl-1,2,3,6-tetrahydro-pyridine (1.12 g, 3.93 mmol) is dissolved in dry dichloromethane (20 mL) under nitrogen. The solution is cooled to −78° C. and boron tribromide (11.52 g, 7.85 mL, 7.85 mmol) is added by syringe. The reaction is warmed to room temperature and stirred for 1 h followed by the addition of 5% aqueous sodium bicarbonate and dichloromethane. An insoluble solid is formed and filtered to provide 729 mg of the title compound as a pink soli... Starting materials: B(Br)(Br)Br (boron tribromide), FC=1C=C(C=CC1OC)C=1CCN(CC1)S(=O)(=O)C (4-(3-Fluoro-4-methoxy-phenyl)-1-methanesulfonyl-1,2,3,6-tetrahydro-pyridine), C([O-])(O)=O.[Na+] (sodium bicarbonate). The product is FC=1C=C(C=CC1O)C1(CCN(CC1)S(=O)(=O)C)O (4-(3-Fluoro-4-hydroxy-phenyl)-1-methanesulfonyl-piperidin-4-ol). As a reaction SMILES: [Cl:12][c:13]1[c:14](-[c:23]2[cH:24][c:25]([NH:30][NH:31][C:32](=[O:33])[O:34][CH2:35][CH3:36])[c:26]([Cl:29])[cH:27][cH:28]2)[n:15][n:16]([CH3:22])[c:17]1[O:18][CH:19]([F:20])[F:21].[Cl:1][c:2]1[cH:3][cH:4][cH:5][c:6]([C:7]([O:8][OH:9])=[O:10])[cH:11]1.[Cl:38][CH2:39][Cl:40].[OH2:37]>>[Cl:12][c:13]1[c:14](-[c:23]2[cH:24][c:25]([N:30]=[N:31][C:32](=[O:33])[O:34][CH2:35][CH3:36])[c:26]([Cl:29])[cH:27][cH:28]2)[n:15][n:16]([CH3:22])[c:17]1[O:18][CH:19]([F:20])[F:21]. The reactants are CCOC(=O)NNc1cc(-c2nn(C)c(OC(F)F)c2Cl)ccc1Cl, O=C(OO)c1cccc(Cl)c1, ClCCl, O. Product: CCOC(=O)N=Nc1cc(-c2nn(C)c(OC(F)F)c2Cl)ccc1Cl. Reactants: Cc1c(C2=CC(O[Si](C)(C)C(C)(C)C)CC2)c(F)c2oc(C3CC3)nc2c1C#N, CCCC[N+](CCCC)(CCCC)CCCC, [Cl-], [F-], [NH4+], C1CCOC1. Yields the product Cc1c(C2=CC(O)CC2)c(F)c2oc(C3CC3)nc2c1C#N. Reaction SMILES: [C:1]([Si:2]([CH3:3])([CH3:4])[O:6][CH:7]1[CH:8]=[C:9]([c:12]2[c:13]([F:27])[c:14]3[c:15]([n:16][c:17]([CH:19]4[CH2:20][CH2:21]4)[o:18]3)[c:22]([C:25]#[N:26])[c:23]2[CH3:24])[CH2:10][CH2:11]1)([CH3:5])([CH3:28])[CH3:29].[CH2:31]([N+:32]([CH2:33][CH2:34][CH2:35][CH3:36])([CH2:37][CH2:38][CH2:39][CH3:40])[CH2:41][CH2:42][CH2:43][CH3:44])[CH2:45][CH2:46][CH3:47].[Cl-:48].[F-:30].[NH4+:49].[O:50]1[CH2:51][CH2:52][CH2:53][CH2:54]1>>[OH:6][CH:7]1[CH:8]=[C:9]([c:12]2[c:13]([F:27])[c:14]3[c:15]([n:16][c:17]([CH:19]4[CH2:20][CH2:21]4)[o:18]3)[c:22]([C:25]#[N:26])[c:23]2[CH3:24])[CH2:10][CH2:11]1.